From a dataset of the Open Reaction Database (ORD), a public repository of structured organic reaction records. describe an organic reaction: reactants, conditions, products, and yield Starting materials: FC(C(=O)O)(F)F.FC(C(=O)O)(F)F.N1[C@H](CCC1)COC=1C(=NC=CC1)C(=O)OCC ((R)-ethyl 3-(pyrrolidin-2-ylmethoxy)picolinate bis(trifluoroacetic acid) salt), FC(C=1C=C(C(=O)O)C=CC1)(F)F (3-trifluoromethylbenzoic acid), COC=1C=C(C(=NC1)C(=O)O)OC[C@@H]1N(CCC1)C(=O)[C@@H]1CC[C@H](CC1)C(F)(F)F (5-methoxy-3-(((R)-1-(trans-4-(trifluoromethyl)cyclohexanecarbonyl)pyrrolidin-2-yl)methoxy)picolinic acid). Yields the product FC(C=1C=C(C(=O)N2[C@H](CCC2)COC=2C(=NC=CC2)C(=O)OCC)C=CC1)(F)F ((R)-ethyl 3-((1-(3-(trifluoromethyl)benzoyl)pyrrolidin-2-yl)methoxy)picolinate). RXN SMILES: FC(F)(F)C(O)=O.FC(F)(F)C(O)=O.[NH:15]1[CH2:19][CH2:18][CH2:17][C@@H:16]1[CH2:20][O:21][C:22]1[C:23]([C:28]([O:30][CH2:31][CH3:32])=[O:29])=[N:24][CH:25]=[CH:26][CH:27]=1.[F:33][C:34]([F:45])([F:44])[C:35]1[CH:36]=[C:37]([CH:41]=[CH:42][CH:43]=1)[C:38](O)=[O:39].COC1C=C(OC[C@H]2CCCN2C([C@H]2CC[C@H](C(F)(F)F)CC2)=O)C(C(O)=O)=NC=1>>[F:33][C:34]([F:44])([F:45])[C:35]1[CH:36]=[C:37]([CH:41]=[CH:42][CH:43]=1)[C:38]([N:15]1[CH2:19][CH2:18][CH2:17][C@@H:16]1[CH2:20][O:21][C:22]1[C:23]([C:28]([O:30][CH2:31][CH3:32])=[O:29])=[N:24][CH:25]=[CH:26][CH:27]=1)=[O:39] |f:0.1.2|. Procedure details: The title compound was prepared according to the procedure described in Step 5 of EXAMPLE 31 using (R)-ethyl 3-(pyrrolidin-2-ylmethoxy)picolinate bis(trifluoroacetic acid) salt (EXAMPLE 34 Step 1) and 3-trifluoromethylbenzoic acid instead of ammonium chloride and 5-methoxy-3-(((R)-1-(trans-4-(trifluoromethyl)cyclohexanecarbonyl)pyrrolidin-2-yl)methoxy)picolinic acid. Starting materials: Cl (HCl), BrC=1C=C(C=CC1Cl)C(F)(F)F (3-bromo-4-chlorobenzotrifluoride), FCC(C=C)(O)CF (1-fluoro-2-fluoromethyl-3-buten-2-ol), C([O-])([O-])=O.[K+].[K+] (potassium carbonate). Reagents/catalysts: [Br-].C(CCC)[N+](CCCC)(CCCC)CCCC (tetrabutylammonium bromide), C(C)(=O)[O-].[Pd+2].C(C)(=O)[O-] (palladium acetate). Solvent: CN(C(C)=O)C (N,N-dimethylacetamide). Run at temperature 80 celsius, time 14 hour. The product is ClC1=C(C=C(C=C1)C(F)(F)F)/C=C/C(CF)(O)CF (4-(2-chloro-5-trifluoromethylphenyl)-1-fluoro-2-fluoromethyl-3-trans-buten-2-ol). Isolated yield 88.0%. Reaction SMILES: Br[C:2]1[CH:3]=[C:4]([C:9]([F:12])([F:11])[F:10])[CH:5]=[CH:6][C:7]=1[Cl:8].[F:13][CH2:14][C:15]([CH2:19][F:20])([OH:18])[CH:16]=[CH2:17].C(=O)([O-])[O-].[K+].[K+].Cl>[Br-].C([N+](CCCC)(CCCC)CCCC)CCC.C([O-])(=O)C.[Pd+2].C([O-])(=O)C.CN(C)C(=O)C>[Cl:8][C:7]1[CH:6]=[CH:5][C:4]([C:9]([F:12])([F:11])[F:10])=[CH:3][C:2]=1/[CH:17]=[CH:16]/[C:15]([CH2:19][F:20])([OH:18])[CH2:14][F:13] |f:2.3.4,6.7,8.9.10|. Procedure details: A mixture of 3-bromo-4-chlorobenzotrifluoride (1.50 g), 1-fluoro-2-fluoromethyl-3-buten-2-ol (0.80 g), potassium carbonate (2.10 g), tetrabutylammonium bromide (325 mg), palladium acetate (56 mg) and N,N-dimethylacetamide (10 ml) was stirred under a nitrogen atmosphere at 80° C. for 14 hours. To the reaction mixture, 1 N HCl was added followed by extraction with a hexane/ethyl acetate mixed (1/1) solvent; the resulting organic layers were combined and washed with a saturated aqueous solution of ... Starting materials: C1CCCCC1, COC(=O)C1CCC(OCCCCO)CC1, N=C(OCc1ccccc1)C(Cl)(Cl)Cl, ClCCl, O=C(O)C(F)(F)F. The product is COC(=O)C1CCC(OCCCCOCc2ccccc2)CC1. RXN SMILES: [CH2:41]1[CH2:42][CH2:43][CH2:44][CH2:45][CH2:46]1.[CH3:8][O:9][C:10](=[O:11])[CH:12]1[CH2:13][CH2:14][CH:15]([O:18][CH2:19][CH2:20][CH2:21][CH2:22][OH:23])[CH2:16][CH2:17]1.[Cl:24][C:25]([Cl:26])([Cl:27])[C:35](=[NH:36])[O:37][CH2:28][c:29]1[cH:30][cH:31][cH:32][cH:33][cH:34]1.[Cl:38][CH2:39][Cl:40].[OH:1][C:2]([C:3]([F:4])([F:5])[F:6])=[O:7]>>[CH3:8][O:9][C:10](=[O:11])[CH:12]1[CH2:13][CH2:14][CH:15]([O:18][CH2:19][CH2:20][CH2:21][CH2:22][O:23][CH2:28][c:29]2[cH:30][cH:31][cH:32][cH:33][cH:34]2)[CH2:16][CH2:17]1. Reaction SMILES: [CH3:1][C@@H:2]1[c:27]([c:21]2[C:20](=O)[N:18]([CH3:19])[CH2:17][c:16]([c:11]3[c:6]4[cH:5][c:4]([c:9]([NH2:10])[n:8][cH:7]4)[O:3]1)[cH:15][cH:14][c:13]([S:28]([CH3:31])(=[O:30])=[O:29])[cH:12]3)[cH:26][c:24]([F:25])[cH:23][cH:22]2.[SiH3]c1ccccc1>>[CH3:1][C@@H:2]1[c:27]([c:21]2[CH2:20][N:18]([CH3:19])[CH2:17][c:16]([c:11]3[c:6]4[cH:5][c:4]([c:9]([NH2:10])[n:8][cH:7]4)[O:3]1)[cH:15][cH:14][c:13]([S:28]([CH3:31])(=[O:30])=[O:29])[cH:12]3)[cH:26][c:24]([F:25])[cH:23][cH:22]2. Solvent: CC1=CC=CC=C1 (Toluene). Starting materials: c1(ccccc1)[Si], S(=O)(=O)(c1cc2c3cnc(c(c3)O[C@H](C)c3c(ccc(c3)F)C(N(Cc2cc1)C)=O)N)C. The product is C[C@H]1Oc2cc(cnc2N)c3cc(ccc3CN(C)Cc4ccc(F)cc14)S(=O)(=O)C. Run at temperature 90 celsius, time 18 hour. Reagents/catalysts: c1ccc(cc1)-c2c3ccccc3cc4ccccc24 (9-Phenylanthracene), [O+]#[C-].[O+]#[C-].[O+]#[C-].[O+]#[C-].[O+]#[C-].[O+]#[C-].[O+]#[C-].[O+]#[C-].[O+]#[C-].[O+]#[C-].[O+]#[C-].[O+]#[C-].[Ru].[Ru].[Ru] (Ru3CO12). Starting materials: CC(=O)OC(C)=O, NCCCC1c2[nH]c3ccccc3c2CC2C(=O)N3CCCC3C(=O)N21, c1ccncc1. The product is CC(=O)NCCCC1c2[nH]c3ccccc3c2CC2C(=O)N3CCCC3C(=O)N21. RXN SMILES: [CH3:27][C:28](=[O:29])[O:30][C:31](=[O:32])[CH3:33].[NH2:1][CH2:2][CH2:3][CH2:4][CH:5]1[N:6]2[CH:7]([CH2:8][c:9]3[c:10]1[nH:11][c:12]1[cH:13][cH:14][cH:15][cH:16][c:17]31)[C:18](=[O:26])[N:19]1[CH:20]([C:21]2=[O:22])[CH2:23][CH2:24][CH2:25]1.[cH:34]1[cH:35][cH:36][n:37][cH:38][cH:39]1>>[NH:1]([CH2:2][CH2:3][CH2:4][CH:5]1[N:6]2[CH:7]([CH2:8][c:9]3[c:10]1[nH:11][c:12]1[cH:13][cH:14][cH:15][cH:16][c:17]31)[C:18](=[O:26])[N:19]1[CH:20]([C:21]2=[O:22])[CH2:23][CH2:24][CH2:25]1)[C:28]([CH3:27])=[O:29]. Yield: 79.5%. Run in C(CC)O (n-PrOH). The reagents and catalysts are CC(=O)[O-].CC(=O)[O-].[Pd+2] (Pd(OAc)2). Reaction SMILES: [CH3:1][O:2][C:3]1[N:8]=[C:7]([O:9][CH3:10])[C:6](B(O)O)=[CH:5][N:4]=1.[C:14]([C:16]1[C:21](Br)=[CH:20][CH:19]=[CH:18][N:17]=1)#[N:15].C([O-])([O-])=O.[Na+].[Na+].C1C=CC(P(C2C=CC=CC=2)C2C=CC=CC=2)=CC=1>C(O)CC.CC([O-])=O.CC([O-])=O.[Pd+2]>[CH3:1][O:2][C:3]1[N:8]=[C:7]([O:9][CH3:10])[C:6]([C:21]2[C:16]([C:14]#[N:15])=[N:17][CH:18]=[CH:19][CH:20]=2)=[CH:5][N:4]=1 |f:2.3.4,7.8.9|. Reactants: COC1=NC=C(C(=N1)OC)B(O)O (2,4-Dimethoxy-pyrimidine-5-boronic acid), C(#N)C1=NC=CC=C1Br (2-cyano-3-bromopyridine), C(=O)([O-])[O-].[Na+].[Na+] (Na2CO3), C1=CC=C(C=C1)P(C2=CC=CC=C2)C3=CC=CC=C3 (PPh3). Product: COC1=NC=C(C(=N1)OC)C=1C(=NC=CC1)C#N (3-(2,4-Dimethoxy-pyrimidin-5-yl)-pyridine-2-carbonitrile). Reported procedure: 2,4-Dimethoxy-pyrimidine-5-boronic acid (1 g, 5.46 mmol) was dissolved in degassed n-PrOH (30 ml) and then 2-cyano-3-bromopyridine (950 mg, 5.19 mmol), Na2CO3 (1.65 g, 15.56 mmol), PPh3 (393 mg, 1.5 mmol) and Pd(OAc)2 (114 mg, 0.51 mmol) were added. The suspension was stirred at reflux for 3 hours. After cooling, the solvent was evaporated under vacuum and the crude was partitioned between water and ethyl acetate. The organic phase washed with brine, dried (Na2SO4) and evaporated. The residue wa...